describe an organic reaction: reactants, conditions, products, and yield From a dataset of the Open Reaction Database (ORD), a public repository of structured organic reaction records. The reactants are C1(=CC=CC=C1)OC(=O)N1C=2C=C(C=CC2C23C(CCCC2(C1C#C\C=C/C#C[Si](C)(C)C)O3)O[Si](C)(C)C(C)(C)C)OC(C(C)(C)C)=O (N-[(Phenyloxy)carbonyl]-10-[(tert-butyldimethylsilyl)oxy]-6a,10a-epoxy-3-(trimethylacetoxy)-6-[6-trimehtylsilyl-3(Z)-hexene-1,5-diynyl]-5,6,6a,7,8,9,10,10a-octahydrophenanthridine), B(F)(F)F.CCOCC (BF3.OEt2). Solvent: C(Cl)Cl (CH2Cl2), C(Cl)(Cl)Cl (CHCl3). Conditions: temperature 25 celsius, time 10 minute. Yields the product C1(=CC=CC=C1)OC(=O)N1C=2C=C(C=CC2C=2C(CCCC2C1C#C\C=C/C#C[Si](C)(C)C)=O)OC(C(C)(C)C)=O (N-[(Phenyloxy)carbonyl]-10-oxo-3-(trimethylacetoxy)-6-[6-trime-thylsilyl-3(Z)-hexene-1,5-diynyl]-5,6,7,8,9,10-hexahydrophenanthridine), Compound 212. The yield is 18.0%. Reaction SMILES: [C:1]1([O:7][C:8]([N:10]2[CH:23]([C:24]#[C:25]/[CH:26]=[CH:27]\[C:28]#[C:29][Si:30]([CH3:33])([CH3:32])[CH3:31])[C:22]34O[C:17]3([CH:18]([O:35][Si](C(C)(C)C)(C)C)[CH2:19][CH2:20][CH2:21]4)[C:16]3[CH:15]=[CH:14][C:13]([O:43][C:44](=[O:49])[C:45]([CH3:48])([CH3:47])[CH3:46])=[CH:12][C:11]2=3)=[O:9])[CH:6]=[CH:5][CH:4]=[CH:3][CH:2]=1.B(F)(F)F.CCOCC>C(Cl)(Cl)Cl.C(Cl)Cl>[C:1]1([O:7][C:8]([N:10]2[CH:23]([C:24]#[C:25]/[CH:26]=[CH:27]\[C:28]#[C:29][Si:30]([CH3:31])([CH3:33])[CH3:32])[C:22]3[CH2:21][CH2:20][CH2:19][C:18](=[O:35])[C:17]=3[C:16]3[CH:15]=[CH:14][C:13]([O:43][C:44](=[O:49])[C:45]([CH3:47])([CH3:46])[CH3:48])=[CH:12][C:11]2=3)=[O:9])[CH:2]=[CH:3][CH:4]=[CH:5][CH:6]=1 |f:1.2|. Procedure: To a solution of Compound 210 (9.5 g, 13.6 mmol) in wet CHCl3 (150 mL) cooled at zero degrees C was added BF3.OEt2 (8.4 mL, 68.0 mmol) followed by stirring at 25° C. for 10 minutes. The reaction mixture was diluted with CH2Cl2 (400 mL), washed with saturated aqueous NaHCO3, dried over anhydrous Na2SO4, and concentrated in vacuo. The residue was then dissolved in THF (50 mL) and treated with 48 percent aqueous HBr (5 mL) at 25° C. for 40 minutes with stirring. The reaction mixture was diluted wit... Starting materials: N1CCNCC1 (piperazine), solution, [OH-].[K+] (potassium hydroxide), N1(CCCC1)C1=NC(=NC2=NC(=C(N=C12)Cl)Cl)Cl (4-pyrrolidin-1-yl-2,6,7-trichloro-pteridine). The solvent is O (water), O1CCCC1 (tetrahydrofuran), O (water), O1CCCC1 (tetrahydrofuran). Reaction conditions: temperature -10 celsius, time 1 hour. Yields the product ClC=1N=C2C(=NC(=NC2=NC1O)N1CCNCC1)N1CCCC1 (6-chloro-7-hydroxy-2-piperazin-1-yl-4-pyrrolidin-1-yl-pteridine). As a reaction SMILES: [OH-:1].[K+].[N:3]1([C:8]2[C:17]3[C:12](=[N:13][C:14](Cl)=[C:15]([Cl:18])[N:16]=3)[N:11]=[C:10](Cl)[N:9]=2)[CH2:7][CH2:6][CH2:5][CH2:4]1.[NH:21]1[CH2:26][CH2:25][NH:24][CH2:23][CH2:22]1>O.O1CCCC1>[Cl:18][C:15]1[N:16]=[C:17]2[C:12](=[N:13][C:14]=1[OH:1])[N:11]=[C:10]([N:21]1[CH2:26][CH2:25][NH:24][CH2:23][CH2:22]1)[N:9]=[C:8]2[N:3]1[CH2:7][CH2:6][CH2:5][CH2:4]1 |f:0.1|. Procedure details: a)+b) 460 μl (0.82 mmol) of a 10% solution of potassium hydroxide in water is added dropwise to a solution of 250 mg (0.82 mmol) 4-pyrrolidin-1-yl-2,6,7-trichloro-pteridine in 15 ml of tetrahydrofuran cooled to −10° C. The mixture is stirred for one hour at −10° C., slowly allowed to come up to ambient temperature and stirred for approx. another 16 hours. Then a solution of 318 mg (3.69 mmol) piperazine in 10 ml of tetrahydrofuran is added and the mixture is refluxed for approx. 16 hours. Then t... Reactants: BrN1C(CCC1=O)=O (N-bromosuccinimide), C(=O)NC1[C@@H]2N(C(=C(CS2=O)C)C(=O)O)C1=O (7-formamido-3-methyl-3-cephem-4-carboxylic acid-1-oxide), NS(=O)(=O)O (amidosulfonic acid), C[Si](N1C(CCCCC1)=O)(C)C (N-trimethylsilylcaprolactam). The solvent is ClCCl (dichloromethane). The product is BrCC=1CS([C@H]2N(C1C(=O)O[Si](C)(C)C)C(C2NC=O)=O)=O (trimethylsilyl 3-bromomethyl-7-formamido-3-cephem-4-carboxylate-1-oxide). The yield is 62.0%. Reaction SMILES: [CH:1]([NH:3][CH:4]1[C:16](=[O:17])[N:6]2[C:7]([C:13]([OH:15])=[O:14])=[C:8]([CH3:12])[CH2:9][S:10](=[O:11])[C@H:5]12)=[O:2].[CH3:18][Si:19]([CH3:29])([CH3:28])N1CCCCCC1=O.NS(O)(=O)=O.[Br:35]N1C(=O)CCC1=O>ClCCl>[Br:35][CH2:12][C:8]1[CH2:9][S:10](=[O:11])[C@@H:5]2[CH:4]([NH:3][CH:1]=[O:2])[C:16](=[O:17])[N:6]2[C:7]=1[C:13]([O:15][Si:19]([CH3:29])([CH3:28])[CH3:18])=[O:14]. Procedure: A suspension of 357.6 mg (1.39 mmoles) of 7-formamido-3-methyl-3-cephem-4-carboxylic acid-1-oxide in 40 ml of dichloromethane was heated to reflux and 359 mg (1.94 mmoles) of N-trimethylsilylcaprolactam were added thereto to obtain a clear, colorless solution within 3 minutes. This was cooled in an ice-bath and 100 mg (1.02 mmoles) of amidosulfonic acid were added. Bromination was carried out in half an hour using 301.3 mg (1.69 mmoles) of N-bromosuccinimide as the brominating agent to obtain a ... The reactants are CCCCCCCOc1ccccc1C=CC(CCCCC(=O)O)Cc1ccc(C(=O)O)cc1, CCOC(C)=O, [H][H]. The product is CCCCCCCOc1ccccc1CCC(CCCCC(=O)O)Cc1ccc(C(=O)O)cc1. Reaction SMILES: [C:1](=[O:2])([OH:3])[c:4]1[cH:5][cH:6][c:7]([CH2:8][CH:9]([CH2:10][CH2:11][CH2:12][CH2:13][C:14](=[O:15])[OH:16])[CH:17]=[CH:18][c:19]2[c:20]([O:25][CH2:26][CH2:27][CH2:28][CH2:29][CH2:30][CH2:31][CH3:32])[cH:21][cH:22][cH:23][cH:24]2)[cH:33][cH:34]1.[CH3:37][CH2:38][O:39][C:40](=[O:41])[CH3:42].[H:35][H:36]>>[C:1](=[O:2])([OH:3])[c:4]1[cH:5][cH:6][c:7]([CH2:8][CH:9]([CH2:10][CH2:11][CH2:12][CH2:13][C:14](=[O:15])[OH:16])[CH2:17][CH2:18][c:19]2[c:20]([O:25][CH2:26][CH2:27][CH2:28][CH2:29][CH2:30][CH2:31][CH3:32])[cH:21][cH:22][cH:23][cH:24]2)[cH:33][cH:34]1. Starting materials: COC(C(Cl)(C(C)(C)C)C1=CC=CC=C1)=O (phenyl-tert.-butyl-chloroacetic acid methyl ester), N1C=NC=C1 (imidazole). Solvent: C(C)#N (acetonitrile). The product is COC(C(C=1NC=CN1)(C(C)(C)C)C1=CC=CC=C1)=O (phenyl-tert.-butyl-imidazolyl-acetic acid methyl ester). Reaction SMILES: [CH3:1][O:2][C:3](=[O:16])[C:4]([C:10]1[CH:15]=[CH:14][CH:13]=[CH:12][CH:11]=1)([C:6]([CH3:9])([CH3:8])[CH3:7])Cl.[NH:17]1[CH:21]=[CH:20][N:19]=[CH:18]1>C(#N)C>[CH3:1][O:2][C:3](=[O:16])[C:4]([C:10]1[CH:15]=[CH:14][CH:13]=[CH:12][CH:11]=1)([C:6]([CH3:9])([CH3:8])[CH3:7])[C:18]1[NH:17][CH:21]=[CH:20][N:19]=1. Reported procedure: 12.7 g (0.05 mole) phenyl-tert.-butyl-chloroacetic acid methyl ester (b.p. 96°C./0.3 mm Hg) are heated to the boil for 17 hours with 10 g imidazole and 100 ml acetonitrile. After the solvent has been distilled off in a vacuum, treatment with 70 ml of water is effected followed by extraction with methylene chloride. The methylene chloride is again extracted with 30 ml of water, dried and distilled off in a vacuum. There is so obtained the phenyl-tert.-butyl-imidazolyl-acetic acid methyl ester as ... Procedure: A mixture of 4-bromo-1-isopropyl-3-(3-(pyrrolidin-1-yl)phenyl)-1H-pyrrolo[2,3-b]pyridine (D15) (400 mg, 1.041 mmol), 1-methyl-1H-pyrazole-3-sulfonamide (D94) (252 mg, 1.561 mmol), cesium carbonate (678 mg, 2.082 mmol), Pd2(dba)3 (71.5 mg, 0.078 mmol) and 2-(dimethylamino)-2′-(dicyclohexylphosphino)biphenyl (61.4 mg, 0.156 mmol) in 1,4-dioxane (4.5 mL) was heated under an atmosphere of nitrogen in a microwave at 150° C. for 30 minutes. The mixture was then filtered through celite, washing with et... Run in O1CCOCC1 (1,4-dioxane). Yield: 67.6%. Conditions: temperature 150 celsius. As a reaction SMILES: Br[C:2]1[CH:7]=[CH:6][N:5]=[C:4]2[N:8]([CH:22]([CH3:24])[CH3:23])[CH:9]=[C:10]([C:11]3[CH:16]=[CH:15][CH:14]=[C:13]([N:17]4[CH2:21][CH2:20][CH2:19][CH2:18]4)[CH:12]=3)[C:3]=12.[CH3:25][N:26]1[CH:30]=[CH:29][C:28]([S:31]([NH2:34])(=[O:33])=[O:32])=[N:27]1.C(=O)([O-])[O-].[Cs+].[Cs+].CN(C)C1C=CC=CC=1C1C=CC=CC=1P(C1CCCCC1)C1CCCCC1>O1CCOCC1.C1C=CC(/C=C/C(/C=C/C2C=CC=CC=2)=O)=CC=1.C1C=CC(/C=C/C(/C=C/C2C=CC=CC=2)=O)=CC=1.C1C=CC(/C=C/C(/C=C/C2C=CC=CC=2)=O)=CC=1.[Pd].[Pd]>[CH:22]([N:8]1[C:4]2=[N:5][CH:6]=[CH:7][C:2]([NH:34][S:31]([C:28]3[CH:29]=[CH:30][N:26]([CH3:25])[N:27]=3)(=[O:33])=[O:32])=[C:3]2[C:10]([C:11]2[CH:16]=[CH:15][CH:14]=[C:13]([N:17]3[CH2:21][CH2:20][CH2:19][CH2:18]3)[CH:12]=2)=[CH:9]1)([CH3:24])[CH3:23] |f:2.3.4,7.8.9.10.11|. The reactants are BrC1=C2C(=NC=C1)N(C=C2C2=CC(=CC=C2)N2CCCC2)C(C)C (4-bromo-1-isopropyl-3-(3-(pyrrolidin-1-yl)phenyl)-1H-pyrrolo[2,3-b]pyridine), CN1N=C(C=C1)S(=O)(=O)N (1-methyl-1H-pyrazole-3-sulfonamide), C([O-])([O-])=O.[Cs+].[Cs+] (cesium carbonate), CN(C1=C(C=CC=C1)C1=C(C=CC=C1)P(C1CCCCC1)C1CCCCC1)C (2-(dimethylamino)-2′-(dicyclohexylphosphino)biphenyl). Reagents/catalysts: C=1C=CC(=CC1)/C=C/C(=O)/C=C/C2=CC=CC=C2.C=1C=CC(=CC1)/C=C/C(=O)/C=C/C2=CC=CC=C2.C=1C=CC(=CC1)/C=C/C(=O)/C=C/C2=CC=CC=C2.[Pd].[Pd] (Pd2(dba)3). Yields the product C(C)(C)N1C=C(C=2C1=NC=CC2NS(=O)(=O)C2=NN(C=C2)C)C2=CC(=CC=C2)N2CCCC2 (N-(1-isopropyl-3-(3-(pyrrolidin-1-yl)phenyl)-1H-pyrrolo[2,3-b]pyridin-4-yl)-1-methyl-1H-pyrazole-3-sulfonamide). Reactants: CC1CC=2C=CN(C2C2=C1C=CC=C2)CCNC(C)=O (N-[2-(4,5-Dihydro-5-methyl-1H-benzo[g]indol-1-yl)ethyl]acetamide), ClC=1C(C(=C(C(C1Cl)=O)C#N)C#N)=O (2,3-dichloro-5,6-dicyano-1,4-benzoquinone), ClC=1C(C(=C(C(C1Cl)=O)C#N)C#N)=O (2,3-dichloro-5,6-dicyano-1,4-benzoquinone). The solvent is C1(=CC=CC=C1)C (toluene). Conditions: temperature 80 celsius, time 4 hour. Product: CC=1C=C2C=CN(C2=C2C1C=CC=C2)CCNC(C)=O (N-[2-(5-methyl-1H-benzo[g]indol-1-yl)ethyl]acetamide). The yield is 6.0%. As a reaction SMILES: [CH3:1][CH:2]1[C:10]2[CH:11]=[CH:12][CH:13]=[CH:14][C:9]=2[C:8]2[N:7]([CH2:15][CH2:16][NH:17][C:18](=[O:20])[CH3:19])[CH:6]=[CH:5][C:4]=2[CH2:3]1.ClC1C(=O)C(C#N)=C(C#N)C(=O)C=1Cl>C1(C)C=CC=CC=1>[CH3:1][C:2]1[CH:3]=[C:4]2[C:8](=[C:9]3[CH:14]=[CH:13][CH:12]=[CH:11][C:10]=13)[N:7]([CH2:15][CH2:16][NH:17][C:18](=[O:20])[CH3:19])[CH:6]=[CH:5]2. Procedure: N-[2-(4,5-Dihydro-5-methyl-1H-benzo[g]indol-1-yl)ethyl]acetamide (5.0 g) was suspended in 80 ml of toluene under argon, treated with 4.7 g of 2,3-dichloro-5,6-dicyano-1,4-benzoquinone and stirred at 80° C. for 4 hours. A further 1.0 g of 2,3-dichloro-5,6-dicyano-1,4-benzoquinone was added and the mixture was stirred at 80° C. for a further 1 hour. The solution was cooled and filtered over 60 g of aluminium oxide (neutral, III) with ethyl acetate as the eluent. The filtrate was concentrated and y...